Dataset: the Open Reaction Database (ORD), a public repository of structured organic reaction records. Task: describe an organic reaction: reactants, conditions, products, and yield Reactants: ClC(C(=O)N(C)C)C (2-chloro-N,N-dimethylpropionamide), COC1=C(C=CC=C1)C1=NNC=C1C (3-(o-methoxyphenyl)-4-methylpyrazole), CC=1C(=NNC1)C1=CC=CC=C1 (4-methyl-3-phenylpyrazole). Product: C(C)C(C(=O)N(C)C)N1N=C(C(=C1)C)C1=C(C=CC=C1)OC (α-ethyl-3-(o-methoxyphenyl)-N,N,4-trimethylpyrazole-1-acetamide). Reaction SMILES: Cl[CH:2]([CH3:8])[C:3]([N:5]([CH3:7])[CH3:6])=[O:4].[CH3:9][O:10][C:11]1[CH:16]=[CH:15][CH:14]=[CH:13][C:12]=1[C:17]1[C:21]([CH3:22])=[CH:20][NH:19][N:18]=1.[CH3:23]C1C(C2C=CC=CC=2)=NNC=1>>[CH2:8]([CH:2]([N:19]1[CH:20]=[C:21]([CH3:22])[C:17]([C:12]2[CH:13]=[CH:14][CH:15]=[CH:16][C:11]=2[O:10][CH3:9])=[N:18]1)[C:3]([N:5]([CH3:7])[CH3:6])=[O:4])[CH3:23]. Procedure details: Using the procedure of Example 1, but substituting 2-bromo-N,N-dimethylbutyramide for 2-chloro-N,N-dimethylpropionamide and 3-(o-methoxyphenyl)-4-methylpyrazole for 4-methyl-3-phenylpyrazole there is obtained α-ethyl-3-(o-methoxyphenyl)-N,N,4-trimethylpyrazole-1-acetamide, m.p. 79°-81° C. The reactants are [Br-], CCCCc1ccc(C=O)s1, CS(C)=O, C[P+](c1ccccc1)(c1ccccc1)c1ccccc1, [H-], [Na+], O. Yields the product C=Cc1ccc(CCCC)s1. As a reaction SMILES: [Br-:19].[CH2:3]([CH2:4][CH2:5][CH3:6])[c:7]1[cH:8][cH:9][c:10]([CH:12]=[O:13])[s:11]1.[CH3:15][S:16]([CH3:17])=[O:18].[CH3:20][P+:21]([c:22]1[cH:23][cH:24][cH:25][cH:26][cH:27]1)([c:28]1[cH:29][cH:30][cH:31][cH:32][cH:33]1)[c:34]1[cH:35][cH:36][cH:37][cH:38][cH:39]1.[H-:1].[Na+:2].[OH2:14]>>[CH2:3]([CH2:4][CH2:5][CH3:6])[c:7]1[cH:8][cH:9][c:10]([CH:12]=[CH2:15])[s:11]1. Solvent: C1CCOC1 (THF), CO (methanol). Starting materials: [OH-].[Na+] (Sodium hydroxide), ClC=1C=C(CN2C(=CC3=CC(=CC=C23)O)C(=O)OCC)C=CC1Cl (ethyl N-(3,4-dichlorobenzyl)-5-hydroxyindole-2-carboxylate). Yield: 88.8%. Run at time 4 hour. As a reaction SMILES: [OH-].[Na+].[Cl:3][C:4]1[CH:5]=[C:6]([CH:23]=[CH:24][C:25]=1[Cl:26])[CH2:7][N:8]1[C:16]2[C:11](=[CH:12][C:13]([OH:17])=[CH:14][CH:15]=2)[CH:10]=[C:9]1[C:18]([O:20]CC)=[O:19]>C1COCC1.CO>[Cl:3][C:4]1[CH:5]=[C:6]([CH:23]=[CH:24][C:25]=1[Cl:26])[CH2:7][N:8]1[C:16]2[C:11](=[CH:12][C:13]([OH:17])=[CH:14][CH:15]=2)[CH:10]=[C:9]1[C:18]([OH:20])=[O:19] |f:0.1|. The product is ClC=1C=C(CN2C(=CC3=CC(=CC=C23)O)C(=O)O)C=CC1Cl (N-(3,4-Dichlorobenzyl)-5-hydroxyindole-2-carboxylic acid). Procedure details: Sodium hydroxide (2M, 3 ml) was added to a stirred solution of ethyl N-(3,4-dichlorobenzyl)-5-hydroxyindole-2-carboxylate (0.1 g) in THF (3 ml) and methanol (1.5 ml). The reaction was stirred at ambient temperature for 4 hours. The reaction was concentrated in vacuo and the residue was dissolved in water (5 ml). The solution was acidified by the addition of aqueous hydrochloric acid (2M, 4 ml) precipitating the product as a white solid. The product was filtered, washed with water and dried in va... Reactants: Cl.C1(=CC=CC=C1)C12CNCC2C1 (1-phenyl-3-azabicyclo[3.1.0]hexane hydrochloride), [Cl-].[Al+3].[Cl-].[Cl-] (aluminum chloride), C(CC)(=O)Cl (propionyl chloride). Solvent: ClCCl (dichloromethane). The product is Cl.C12(CNCC2C1)C1=CC=C(C=C1)C(CC)=O (4'-(3-Azabicyclo[3.1.0]hex-1-yl)-propiophenone hydrochloride). Reaction SMILES: Cl.[C:2]1([C:8]23[CH2:13][CH:12]2[CH2:11][NH:10][CH2:9]3)[CH:7]=[CH:6][CH:5]=[CH:4][CH:3]=1.[Cl-].[Al+3].[Cl-].[Cl-].[C:18]([Cl:22])(=[O:21])[CH2:19][CH3:20]>ClCCl>[ClH:22].[C:8]12([C:2]3[CH:3]=[CH:4][C:5]([C:18](=[O:21])[CH2:19][CH3:20])=[CH:6][CH:7]=3)[CH2:13][CH:12]1[CH2:11][NH:10][CH2:9]2 |f:0.1,2.3.4.5,8.9|. Procedure: A mixture of 5.6 g. of 1-phenyl-3-azabicyclo[3.1.0]hexane hydrochloride, 12.9 g. of aluminum chloride and 6.2 g. of propionyl chloride in 55 ml. of dichloromethane is reacted as described in Example 57, to give 4.5 g. of the desired product, m.p. 191°-193° C.